Dataset: the Open Reaction Database (ORD), a public repository of structured organic reaction records. Task: describe an organic reaction: reactants, conditions, products, and yield Reactants: C(C)(=O)[O-].[NH4+] (Ammonium acetate), C(C1=CC=CC=C1)NC(C1=C(C=C(C=C1)Cl)[N+](=O)[O-])=O (N-(Benzyl)-4-chloro-2-nitrobenzamide), [OH-].[Na+] (sodium hydroxide). Reagents/catalysts: [Zn] (Zinc). The solvent is CO (methanol), O (water). The product is C(C1=CC=CC=C1)N1NC2=CC(=CC=C2C1=O)Cl (1,2-dihydro-2-benzyl-6-chloro-3H-indazol-3-one). The yield is 19.4%. As a reaction SMILES: [CH2:1]([NH:8][C:9](=[O:20])[C:10]1[CH:15]=[CH:14][C:13]([Cl:16])=[CH:12][C:11]=1[N+:17]([O-])=O)[C:2]1[CH:7]=[CH:6][CH:5]=[CH:4][CH:3]=1.C([O-])(=O)C.[NH4+].[OH-].[Na+]>CO.O.[Zn]>[CH2:1]([N:8]1[C:9](=[O:20])[C:10]2[C:11](=[CH:12][C:13]([Cl:16])=[CH:14][CH:15]=2)[NH:17]1)[C:2]1[CH:7]=[CH:6][CH:5]=[CH:4][CH:3]=1 |f:1.2,3.4|. Procedure: N-(Benzyl)-4-chloro-2-nitrobenzamide (obtained by reaction of benzylamine with 4-chloro-2-nitrobenzoyl chloride) (1.16 g) was dissolved in a mixture of methanol (20 ml) and water (4 ml). Zinc dust (520 mg) was then added in one portion. Ammonium acetate (1.23 g) was then added in portions to the rapidly stirred reaction mixture. After the addition was complete, 2M sodium hydroxide solution (8 ml) was added and the mixture was heated under reflux for 4 hours. The cooled mixture was then concentra... Reactants: ice water, C1(O)=CC=C(O)C=C1 (hydroquinone), CC(CC)(CCCC(C)C)O (3,7-dimethyloctan-3-ol), S(O)(O)(=O)=O (sulfuric acid). Run in CO (methanol). Product: C(C)C(CCCC(C)C)(C)C1=C(O)C=C(C(=C1)O)C(CCCC(C)C)(CC)C (2,5-bis(1-ethyl-1,5-dimethylhexyl)hydroquinone). Yield: 33.8%. RXN SMILES: [C:1]1([CH:8]=[CH:7][C:5]([OH:6])=[CH:4][CH:3]=1)[OH:2].[CH3:9][C:10](O)([CH2:13][CH2:14][CH2:15][CH:16]([CH3:18])[CH3:17])[CH2:11][CH3:12].S(=O)(=O)(O)O>CO>[CH2:11]([C:10]([C:3]1[CH:4]=[C:5]([OH:6])[C:7]([C:10]([CH3:9])([CH2:11][CH3:12])[CH2:13][CH2:14][CH2:15][CH:16]([CH3:18])[CH3:17])=[CH:8][C:1]=1[OH:2])([CH3:9])[CH2:13][CH2:14][CH2:15][CH:16]([CH3:18])[CH3:17])[CH3:12]. Procedure: 55 g of hydroquinone and 71.5 g of 3,7-dimethyloctan-3-ol were dissolved in 100 ml of methanol. Then, 50 ml of concentrated sulfuric acid (36 N) was added dropwise thereto under stirring and cooling so as to maintain the temperature at 40° C. or less. Subsequently, the reaction mixture was maintained at 50° to 55° C. for 4 hours. The resulting reaction mixture was added to ice-water, and extracted with 500 ml of benzene. The benzene layer was washed with water and, after drying over anhydrous so... Reactants: ClCCl, Cc1onc(-c2ccc(F)cn2)c1CO, O=S(Cl)Cl. Yields the product Cc1onc(-c2ccc(F)cn2)c1CCl. RXN SMILES: [Cl:20][CH2:21][Cl:22].[F:1][c:2]1[cH:3][cH:4][c:5](-[c:8]2[n:9][o:10][c:11]([CH3:15])[c:12]2[CH2:13][OH:14])[n:6][cH:7]1.[S:16]([Cl:17])([Cl:18])=[O:19]>>[F:1][c:2]1[cH:3][cH:4][c:5](-[c:8]2[n:9][o:10][c:11]([CH3:15])[c:12]2[CH2:13][Cl:18])[n:6][cH:7]1. RXN SMILES: [CH:1]1[CH:6]=CC(/C=C/CO[C@@H]2O[C@H](CO)[C@@H](O)[C@H](O)[C@H]2O)=[CH:3][CH:2]=1.[O-]O.[CH:24]([C:27]1[CH:32]=[CH:31][CH:30]=[CH:29][C:28]=1C(C)C)(C)[CH3:25]>>[CH2:6]=[CH:1][CH:2]=[CH2:3].[CH2:25]=[CH:24][C:27]1[CH:32]=[CH:31][CH:30]=[CH:29][CH:28]=1 |f:1.2,3.4|. The product is C=CC=C.C=CC1=CC=CC=C1 (Styrene-butadiene). The reactants are C1=CC=C(C=C1)/C=C/CO[C@H]2[C@@H]([C@H]([C@@H]([C@H](O2)CO)O)O)O (rosin), [O-]O.C(C)(C)C1=C(C=CC=C1)C(C)C (diisopropylbenzene hydroperoxide), C1=CC=C(C=C1)/C=C/CO[C@H]2[C@@H]([C@H]([C@@H]([C@H](O2)CO)O)O)O (rosin). Reported procedure: 1.0 wt. parts of rosin salt as an emulsifier was added after 3 hours from the addition of diisopropylbenzene hydroperoxide as an oxidant at an initial reaction step, and thereafter 1.5 wt. parts of rosin salt were added after 8 hours.